Dataset: the Open Reaction Database (ORD), a public repository of structured organic reaction records. Task: describe an organic reaction: reactants, conditions, products, and yield Reactants: CNC, CC(C)(C)CCN, Cl, O=C(O)c1cc(CN2C(=O)C3(COc4cc5c(cc43)OCO5)c3ccccc32)oc1C(F)(F)F, O=C(O)CN1C(=O)C2(COc3cc4c(cc32)CCO4)c2ccccc21. The product is CN(C)C(=O)c1cc(CN2C(=O)C3(COc4cc5c(cc43)OCO5)c3ccccc32)oc1C(F)(F)F. Reaction SMILES: [CH3:2][NH:3][CH3:4].[CH3:5][C:6]([CH3:7])([CH3:8])[CH2:9][CH2:10][NH2:11].[ClH:1].[O:12]=[C:13]1[N:14]([CH2:33][c:34]2[cH:35][c:36]([C:43](=[O:44])[OH:45])[c:37]([C:39]([F:40])([F:41])[F:42])[o:38]2)[c:15]2[cH:16][cH:17][cH:18][cH:19][c:20]2[C:21]12[CH2:22][O:23][c:24]1[c:25]2[cH:26][c:27]2[c:28]([cH:32]1)[O:29][CH2:30][O:31]2.[O:46]=[C:47]1[C:48]2([CH2:49][O:50][c:51]3[cH:52][c:53]4[c:54]([cH:55][c:56]32)[CH2:57][CH2:58][O:59]4)[c:60]2[c:61]([cH:62][cH:63][cH:64][cH:65]2)[N:66]1[CH2:67][C:68]([OH:69])=[O:70]>>[CH3:2][N:3]([CH3:4])[C:43]([c:36]1[cH:35][c:34]([CH2:33][N:14]2[C:13](=[O:12])[C:21]3([c:20]4[c:15]2[cH:16][cH:17][cH:18][cH:19]4)[CH2:22][O:23][c:24]2[c:25]3[cH:26][c:27]3[c:28]([cH:32]2)[O:29][CH2:30][O:31]3)[o:38][c:37]1[C:39]([F:40])([F:41])[F:42])=[O:45]. Reactants: O=C([O-])[O-], COCCOC, O=Cc1ccc(B(O)O)cc1, C=Cc1cnc(Cl)c(Cl)c1, [Na+], [Na+], O, c1ccc(P(c2ccccc2)(c2ccccc2)[Pd](P(c2ccccc2)(c2ccccc2)c2ccccc2)(P(c2ccccc2)(c2ccccc2)c2ccccc2)P(c2ccccc2)(c2ccccc2)c2ccccc2)cc1. The product is C=Cc1cnc(-c2ccc(C=O)cc2)c(Cl)c1. Reaction SMILES: [C:1](=[O:2])([O-:3])[O-:4].[CH3:28][O:29][CH2:30][CH2:31][O:32][CH3:33].[CH:7](=[O:8])[c:9]1[cH:10][cH:11][c:12]([B:15]([OH:16])[OH:17])[cH:13][cH:14]1.[Cl:18][c:19]1[n:20][cH:21][c:22]([CH:26]=[CH2:27])[cH:23][c:24]1[Cl:25].[Na+:5].[Na+:6].[OH2:34].[cH:35]1[cH:36][cH:37][c:38]([P:39]([Pd:40]([P:41]([c:42]2[cH:43][cH:44][cH:45][cH:46][cH:47]2)([c:48]2[cH:49][cH:50][cH:51][cH:52][cH:53]2)[c:54]2[cH:55][cH:56][cH:57][cH:58][cH:59]2)([P:60]([c:61]2[cH:62][cH:63][cH:64][cH:65][cH:66]2)([c:67]2[cH:68][cH:69][cH:70][cH:71][cH:72]2)[c:73]2[cH:74][cH:75][cH:76][cH:77][cH:78]2)[P:79]([c:80]2[cH:81][cH:82][cH:83][cH:84][cH:85]2)([c:86]2[cH:87][cH:88][cH:89][cH:90][cH:91]2)[c:92]2[cH:93][cH:94][cH:95][cH:96][cH:97]2)([c:98]2[cH:99][cH:100][cH:101][cH:102][cH:103]2)[c:104]2[cH:105][cH:106][cH:107][cH:108][cH:109]2)[cH:110][cH:111]1>>[CH:7](=[O:8])[c:9]1[cH:10][cH:11][c:12](-[c:19]2[n:20][cH:21][c:22]([CH:26]=[CH2:27])[cH:23][c:24]2[Cl:25])[cH:13][cH:14]1. Starting materials: CC(Br)C(=O)c1ccccc1, CO, O=C[O-], [Na+], O. The product is CC(O)C(=O)c1ccccc1. Reaction SMILES: [Br:1][CH:2]([C:3](=[O:4])[c:5]1[cH:6][cH:7][cH:8][cH:9][cH:10]1)[CH3:11].[CH3:17][OH:18].[CH:12](=[O:13])[O-:14].[Na+:15].[OH2:16]>>[CH:2]([C:3](=[O:4])[c:5]1[cH:6][cH:7][cH:8][cH:9][cH:10]1)([CH3:11])[OH:13]. The reactants are CC(=O)c1ccc(OC2CCN(C(=O)OC(C)(C)C)CC2)nc1, CCOC(=O)C(C)(C)Br, C1CCOC1, C[Si](C)(C)[N-][Si](C)(C)C, Cc1ccccc1, [K+]. The product is CCOC(=O)C(C)(C)CC(=O)c1ccc(OC2CCN(C(=O)OC(C)(C)C)CC2)nc1. As a reaction SMILES: [C:1]([CH3:2])([CH3:3])([CH3:4])[O:5][C:6](=[O:7])[N:8]1[CH2:9][CH2:10][CH:11]([O:14][c:15]2[n:16][cH:17][c:18]([C:21]([CH3:22])=[O:23])[cH:19][cH:20]2)[CH2:12][CH2:13]1.[CH2:34]([CH3:35])[O:36][C:37]([C:38]([CH3:39])([CH3:40])[Br:41])=[O:42].[CH2:43]1[O:44][CH2:45][CH2:46][CH2:47]1.[CH3:24][Si:25]([N-:26][Si:27]([CH3:28])([CH3:29])[CH3:30])([CH3:31])[CH3:32].[CH3:48][c:49]1[cH:50][cH:51][cH:52][cH:53][cH:54]1.[K+:33]>>[C:1]([CH3:2])([CH3:3])([CH3:4])[O:5][C:6](=[O:7])[N:8]1[CH2:9][CH2:10][CH:11]([O:14][c:15]2[n:16][cH:17][c:18]([C:21]([CH2:22][C:38]([C:37]([O:36][CH2:34][CH3:35])=[O:42])([CH3:39])[CH3:40])=[O:23])[cH:19][cH:20]2)[CH2:12][CH2:13]1. The reactants are O=C([O-])[O-], CC#N, ON=Cc1ccccc1O, Clc1cn[nH]c1, [Cs+], [Cs+], COc1cn(-c2ccc(I)cc2F)nc(-c2ccnn2-c2ccccc2)c1=O, O. Yields the product COc1cn(-c2ccc(-n3cc(Cl)cn3)cc2F)nc(-c2ccnn2-c2ccccc2)c1=O. Reaction SMILES: [C:45](=[O:46])([O-:47])[O-:48].[CH3:51][C:52]#[N:53].[CH:35](=[N:36][OH:37])[c:38]1[c:39]([OH:44])[cH:40][cH:41][cH:42][cH:43]1.[Cl:29][c:30]1[cH:31][n:32][nH:33][cH:34]1.[Cs+:49].[Cs+:50].[F:1][c:2]1[c:3](-[n:9]2[n:10][c:11](-[c:18]3[cH:19][cH:20][n:21][n:22]3-[c:23]3[cH:24][cH:25][cH:26][cH:27][cH:28]3)[c:12](=[O:17])[c:13]([O:15][CH3:16])[cH:14]2)[cH:4][cH:5][c:6]([I:8])[cH:7]1.[OH2:54]>>[F:1][c:2]1[c:3](-[n:9]2[n:10][c:11](-[c:18]3[cH:19][cH:20][n:21][n:22]3-[c:23]3[cH:24][cH:25][cH:26][cH:27][cH:28]3)[c:12](=[O:17])[c:13]([O:15][CH3:16])[cH:14]2)[cH:4][cH:5][c:6](-[n:33]2[n:32][cH:31][c:30]([Cl:29])[cH:34]2)[cH:7]1. As a reaction SMILES: [Br:1][C:2]1[CH:3]=[N:4][C:5]([NH:8][C:9]2[CH:10]=[CH:11][C:12]([F:16])=[C:13]([OH:15])[CH:14]=2)=[N:6][CH:7]=1.Br[CH2:18][CH2:19][OH:20].C(=O)([O-])[O-].[Cs+].[Cs+]>C(#N)C>[Br:1][C:2]1[CH:7]=[N:6][C:5]([NH:8][C:9]2[CH:10]=[CH:11][C:12]([F:16])=[C:13]([CH:14]=2)[O:15][CH2:18][CH2:19][OH:20])=[N:4][CH:3]=1 |f:2.3.4|. The solvent is C(C)#N (acetonitrile). The product is BrC=1C=NC(=NC1)NC=1C=CC(=C(OCCO)C1)F (2-(5-(5-bromopyrimidin-2-ylamino)-2-fluorophenoxy)ethanol). The reactants are BrC=1C=NC(=NC1)NC=1C=CC(=C(C1)O)F (5-(5-bromopyrimidin-2-ylamino)-2-fluorophenol), BrCCO (2-bromoethanol), C([O-])([O-])=O.[Cs+].[Cs+] (cesium carbonate). Procedure details: A solution of 5-(5-bromopyrimidin-2-ylamino)-2-fluorophenol 45 (0.25 mmol), 2-bromoethanol (0.28 mmol) and cesium carbonate (0.36 mmol) in acetonitrile (3 mL) is heated to 100° C. for 12 h. The reaction is evaporated to dryness then re-dissolved in DCM. The organic mixture is washed with water and brine then dried over magnesium sulfate, filtered and reduced to dryness to yield 2-(5-(5-bromopyrimidin-2-ylamino)-2-fluorophenoxy)ethanol 46a as a brown solid which is used without further purificati...